describe an organic reaction: reactants, conditions, products, and yield From a dataset of the Open Reaction Database (ORD), a public repository of structured organic reaction records. The reactants are [H-].[Na+] (sodium hydride), COC=1C=C(C=CC1OC)C1SC2=C(N(C1=O)C)C=CC=C2 (3,4-dihydro-2-(3,4-dimethoxyphenyl)-4-methyl-3-oxo-2H-1,4-benzothiazine), C(C)(=O)OCC (ethyl acetate), C(C)OC(CCCl)OCC (β-Chloropropionaldehyde diethyl acetal). The solvent is CN(C=O)C (dimethylformamide), O (water), CN(C=O)C (dimethylformamide). Run at time 15 minute. Product: C(C)OC(CCC1(SC2=C(N(C1=O)C)C=CC=C2)C2=CC(=C(C=C2)OC)OC)OCC (2-(3,3-diethoxypropyl)-3,4-dihydro-2-(3,4-dimethoxyphenyl)-4-methyl-3-oxo-2H-1,4-benzothiazine). Isolated yield 70.8%. Reaction SMILES: [H-].[Na+].[CH3:3][O:4][C:5]1[CH:6]=[C:7]([CH:13]2[C:18](=[O:19])[N:17]([CH3:20])[C:16]3[CH:21]=[CH:22][CH:23]=[CH:24][C:15]=3[S:14]2)[CH:8]=[CH:9][C:10]=1[O:11][CH3:12].[CH2:25]([O:27][CH:28]([O:32][CH2:33][CH3:34])[CH2:29][CH2:30]Cl)[CH3:26].C(OCC)(=O)C>CN(C)C=O.O>[CH2:25]([O:27][CH:28]([O:32][CH2:33][CH3:34])[CH2:29][CH2:30][C:13]1([C:7]2[CH:8]=[CH:9][C:10]([O:11][CH3:12])=[C:5]([O:4][CH3:3])[CH:6]=2)[C:18](=[O:19])[N:17]([CH3:20])[C:16]2[CH:21]=[CH:22][CH:23]=[CH:24][C:15]=2[S:14]1)[CH3:26] |f:0.1|. Procedure details: To a stirred suspension of 60% sodium hydride (0.6 g) in dimethylformamide (5 ml), 3,4-dihydro-2-(3,4-dimethoxyphenyl)-4-methyl-3-oxo-2H-1,4-benzothiazine (4.4 g) dissolved in dimethylformamide (15 ml) is added under nitrogen atmosphere and ice-cooling, and the mixture is stirred for 15 minutes at room temperature. β-Chloropropionaldehyde diethyl acetal (2.8 g) is added to the reaction mixture, and the mixture is stirred for 2.5 hours at 60° C. The mixture is poured into a mixture of ethyl aceta... Starting materials: B, C1CCOC1, CO, NC(CC(=O)O)c1ccc(Br)cc1, C1CCOC1. Yields the product NC(CCO)c1ccc(Br)cc1. RXN SMILES: [BH3:6].[CH2:22]1[O:23][CH2:24][CH2:25][CH2:26]1.[CH3:20][OH:21].[NH2:7][CH:8]([CH2:9][C:10](=[O:11])[OH:12])[c:13]1[cH:14][cH:15][c:16]([Br:19])[cH:17][cH:18]1.[O:1]1[CH2:2][CH2:3][CH2:4][CH2:5]1>>[NH2:7][CH:8]([CH2:9][CH2:10][OH:11])[c:13]1[cH:14][cH:15][c:16]([Br:19])[cH:17][cH:18]1. The reactants are N1CCCC1 (Pyrrolidine), ClCCOCCOC1=C(C=C2C(=C(C=NC2=C1)C#N)NC1=C2C(=C(C=C1)C#CCOC)OCO2)OC (7-[2-(2-chloroethoxy)ethoxy]-3-cyano-6-methoxy-4-[4-(3-methoxyprop-1-ynyl)-2,3-methylenedioxyanilino]quinoline), [I-].[Na+] (sodium iodide), Cl (hydrogen chloride). The solvent is C(C)OCC (diethyl ether), C(C)(=O)OCC (ethyl acetate). Conditions: time 24 hour. Yields the product Cl.Cl.C(#N)C=1C=NC2=CC(=C(C=C2C1NC1=C2C(=C(C=C1)C#CCOC)OCO2)OC)OCCOCCN2CCCC2 (3-cyano-6-methoxy-4-[4-(3-methoxyprop-1-ynyl)-2,3-methylenedioxyanilino]-7-[2-(2-pyrrolidin-1-ylethoxy)ethoxy]quinoline dihydrochloride salt). Reaction SMILES: [NH:1]1[CH2:5][CH2:4][CH2:3][CH2:2]1.[Cl:6][CH2:7][CH2:8][O:9][CH2:10][CH2:11][O:12][C:13]1[CH:22]=[C:21]2[C:16]([C:17]([NH:25][C:26]3[CH:31]=[CH:30][C:29]([C:32]#[C:33][CH2:34][O:35][CH3:36])=[C:28]4[O:37][CH2:38][O:39][C:27]=34)=[C:18]([C:23]#[N:24])[CH:19]=[N:20]2)=[CH:15][C:14]=1[O:40][CH3:41].[I-].[Na+].[ClH:44]>C(OCC)(=O)C.C(OCC)C>[ClH:6].[ClH:44].[C:23]([C:18]1[CH:19]=[N:20][C:21]2[C:16]([C:17]=1[NH:25][C:26]1[CH:31]=[CH:30][C:29]([C:32]#[C:33][CH2:34][O:35][CH3:36])=[C:28]3[O:37][CH2:38][O:39][C:27]=13)=[CH:15][C:14]([O:40][CH3:41])=[C:13]([O:12][CH2:11][CH2:10][O:9][CH2:8][CH2:7][N:1]1[CH2:5][CH2:4][CH2:3][CH2:2]1)[CH:22]=2)#[N:24] |f:2.3,7.8.9|. Procedure: Pyrrolidine (10 ml) was added to a mixture of 7-[2-(2-chloroethoxy)ethoxy]-3-cyano-6-methoxy-4-[4-(3-methoxyprop-1-ynyl)-2,3-methylenedioxyanilino]quinoline (0.225 g) and sodium iodide (0.133 g) and the reaction mixture was stirred at ambient temperature for 24 hours. The reaction mixture was evaporated and the residue was triturated under methylene chloride. The resultant solid was washed with water and dried. The material so obtained was dissolved in the minimum quantity of ethyl acetate and a... Starting materials: CO, Cc1cc(C=O)c2[nH]ccc2c1, [H][H], NCCO. Yields the product Cc1cc(CNCCO)c2[nH]ccc2c1. As a reaction SMILES: [CH3:19][OH:20].[CH3:1][c:2]1[cH:3][c:4]2[cH:5][cH:6][nH:7][c:8]2[c:9]([CH:11]=[O:12])[cH:10]1.[H:17][H:18].[NH2:13][CH2:14][CH2:15][OH:16]>>[CH3:1][c:2]1[cH:3][c:4]2[cH:5][cH:6][nH:7][c:8]2[c:9]([CH2:11][NH:13][CH2:14][CH2:15][OH:16])[cH:10]1. The reactants are OCC1CO1, OCC(F)(F)C(F)(F)C(F)(F)C(F)(F)C(F)(F)F. Yields the product OCC(O)COCC(F)(F)C(F)(F)C(F)(F)C(F)(F)C(F)(F)F. Reaction SMILES: [CH:1]1([CH2:2][OH:3])[CH2:4][O:5]1.[F:6][C:7]([CH2:8][OH:9])([C:10]([C:11]([C:12]([C:13]([F:14])([F:15])[F:16])([F:17])[F:18])([F:19])[F:20])([F:21])[F:22])[F:23]>>[CH:1]([CH2:2][OH:3])([CH2:4][O:9][CH2:8][C:7]([F:6])([C:10]([C:11]([C:12]([C:13]([F:14])([F:15])[F:16])([F:17])[F:18])([F:19])[F:20])([F:21])[F:22])[F:23])[OH:5]. Reagents/catalysts: C1=CC=C(C=C1)P(C2=CC=CC=C2)C3=CC=CC=C3.C1=CC=C(C=C1)P(C2=CC=CC=C2)C3=CC=CC=C3.C1=CC=C(C=C1)P(C2=CC=CC=C2)C3=CC=CC=C3.[Cl-].[Rh] (chlorotris(triphenylphosphine)rhodium(I)). Procedure details: A mixture of 61 grams of methyloctylsilane and 186 grams of 1-octene was reacted in the presence of 0.0075 gram of chlorotris(triphenylphosphine)rhodium(I) for 2.5 hours at 85°-89° C. Analysis by GLC showed a total of 15 percent of unsaturated product. After removing unreacted octene by stripping, the residue was hydrogenated as in Example 1. Distillation revealed an 86 percent yield of methyltri(octyl)silane having a boiling point of 188°-189° C. (0.9 mm). Reactants: C[SiH2]CCCCCCCC (methyloctylsilane), C=CCCCCCC (1-octene), unsaturated product. Product: C[Si](CCCCCCCC)(CCCCCCCC)CCCCCCCC (methyltri(octyl)silane). The yield is 86.0%. RXN SMILES: [CH3:1][SiH2:2][CH2:3][CH2:4][CH2:5][CH2:6][CH2:7][CH2:8][CH2:9][CH3:10].[CH2:11]=[CH:12][CH2:13][CH2:14][CH2:15][CH2:16][CH2:17][CH3:18]>C1C=CC(P(C2C=CC=CC=2)C2C=CC=CC=2)=CC=1.C1C=CC(P(C2C=CC=CC=2)C2C=CC=CC=2)=CC=1.C1C=CC(P(C2C=CC=CC=2)C2C=CC=CC=2)=CC=1.[Cl-].[Rh]>[CH3:1][Si:2]([CH2:3][CH2:4][CH2:5][CH2:6][CH2:7][CH2:8][CH2:9][CH3:10])([CH2:11][CH2:12][CH2:13][CH2:14][CH2:15][CH2:16][CH2:17][CH3:18])[CH2:3][CH2:4][CH2:5][CH2:6][CH2:7][CH2:8][CH2:9][CH3:10] |f:2.3.4.5.6|.